This data is from the Open Reaction Database (ORD), a public repository of structured organic reaction records. The task is: describe an organic reaction: reactants, conditions, products, and yield Starting materials: OC1CN(CCC1C1=CC=C(C=C1)OCCCOCC1=C(C=CC=C1)OC)C(=O)OC(C)(C)C (tert-butyl 3-hydroxy-4-{4-[3-(2-methoxybenzyloxy)propoxy]phenyl}piperidine-1-carboxylate), BrCC1=CC(=C(C=C1)OCC)OCCCOC (4-bromomethyl-1-ethoxy-2-(3-methoxypropoxy)benzene). The product is C(C)OC1=C(C=C(COC2CN(CCC2C2=CC=C(C=C2)OCCCOCC2=C(C=CC=C2)OC)C(=O)OC(C)(C)C)C=C1)OCCCOC (tert-Butyl 3-[4-ethoxy-3-(3-methoxypropoxy)benzyloxy]-4-{4-[3-(2-methoxybenzyloxy)propoxy]phenyl}piperidine-1-carboxylate). RXN SMILES: [OH:1][CH:2]1[CH:7]([C:8]2[CH:13]=[CH:12][C:11]([O:14][CH2:15][CH2:16][CH2:17][O:18][CH2:19][C:20]3[CH:25]=[CH:24][CH:23]=[CH:22][C:21]=3[O:26][CH3:27])=[CH:10][CH:9]=2)[CH2:6][CH2:5][N:4]([C:28]([O:30][C:31]([CH3:34])([CH3:33])[CH3:32])=[O:29])[CH2:3]1.Br[CH2:36][C:37]1[CH:42]=[CH:41][C:40]([O:43][CH2:44][CH3:45])=[C:39]([O:46][CH2:47][CH2:48][CH2:49][O:50][CH3:51])[CH:38]=1>>[CH2:44]([O:43][C:40]1[CH:41]=[CH:42][C:37]([CH2:36][O:1][CH:2]2[CH:7]([C:8]3[CH:13]=[CH:12][C:11]([O:14][CH2:15][CH2:16][CH2:17][O:18][CH2:19][C:20]4[CH:25]=[CH:24][CH:23]=[CH:22][C:21]=4[O:26][CH3:27])=[CH:10][CH:9]=3)[CH2:6][CH2:5][N:4]([C:28]([O:30][C:31]([CH3:34])([CH3:33])[CH3:32])=[O:29])[CH2:3]2)=[CH:38][C:39]=1[O:46][CH2:47][CH2:48][CH2:49][O:50][CH3:51])[CH3:45]. Procedure details: Analogously to Method D, 0.496 g of tert-butyl 3-hydroxy-4-{4-[3-(2-methoxybenzyloxy)propoxy]phenyl}piperidine-1-carboxylate and 0.502 g of 4-bromomethyl-1-ethoxy-2-(3-methoxypropoxy)benzene are reacted. The title compound is obtained as a colourless oil. Rf=0.26 (1:2 EtOAc-heptane); Rt=6.20. Starting materials: O (water), C(C1=CC=CC=C1)OC1=C(C=C(C=O)C=C1)O (4-benzyloxy-3-hydroxybenzaldehyde), C([O-])([O-])=O.[K+].[K+] (potassium carbonate), C1(CCCC1)Br (cyclopentyl bromide). Solvent: C(C)OCC (diethyl ether), CN(C=O)C (dimethylformamide). Run at time 45 minute. Product: C(C1=CC=CC=C1)OC1=C(C=C(C=O)C=C1)OC1CCCC1 (4-benzyloxy-3-cyclopentyloxybenzaldehyde). Reaction SMILES: [CH2:1]([O:8][C:9]1[CH:16]=[CH:15][C:12]([CH:13]=[O:14])=[CH:11][C:10]=1[OH:17])[C:2]1[CH:7]=[CH:6][CH:5]=[CH:4][CH:3]=1.C(=O)([O-])[O-].[K+].[K+].[CH:24]1(Br)[CH2:28][CH2:27][CH2:26][CH2:25]1.O>CN(C)C=O.C(OCC)C>[CH2:1]([O:8][C:9]1[CH:16]=[CH:15][C:12]([CH:13]=[O:14])=[CH:11][C:10]=1[O:17][CH:24]1[CH2:28][CH2:27][CH2:26][CH2:25]1)[C:2]1[CH:3]=[CH:4][CH:5]=[CH:6][CH:7]=1 |f:1.2.3|. Reported procedure: A stirred solution of 4-benzyloxy-3-hydroxybenzaldehyde (60.9 g; that is prepared as described in Reference Example 36) in dry dimethylformamide (270 mL) under nitrogen is treated portionwise with potassium carbonate (79.5 g). After stirring at room temperature for 45 minutes, it is treated with cyclopentyl bromide (34.3 mL), and the resulting suspension is heated at 60° C. for 8 hours. After cooling, the solution is evaporated to low bulk under reduced pressure, to give an oil. This oil is trea... Reactants: [PH4+] (phosphonium), VI, C(\C=C(/C)\CCC=C(C)C)C=CC(O)(C)CCC=C(C)C (geranyllinalool). Yields the product CC(=CCC/C(=C/CC/C(=C/CC/C(=C/C=C/C=C(\C)/C=C/C=C(\C)/CC/C=C(\C)/CCC=C(C)C)/C)/C)/C)C (phytofluene). RXN SMILES: [PH4+].[CH2:2]([CH:12]=[CH:13][C:14]([CH2:17][CH2:18][CH:19]=[C:20]([CH3:22])[CH3:21])([CH3:16])O)/[CH:3]=[C:4](/[CH2:6][CH2:7][CH:8]=[C:9]([CH3:11])[CH3:10])\[CH3:5]>>[CH3:22][C:20]([CH3:21])=[CH:19][CH2:18][CH2:17]/[C:14](/[CH3:16])=[CH:13]/[CH2:12][CH2:10]/[C:9](/[CH3:11])=[CH:8]/[CH2:7][CH2:6]/[C:4](/[CH3:5])=[CH:3]/[CH:2]=[CH:12]/[CH:13]=[C:14](/[CH:17]=[CH:18]/[CH:19]=[C:20](/[CH2:22][CH2:2]/[CH:3]=[C:4](/[CH2:6][CH2:7][CH:8]=[C:9]([CH3:11])[CH3:10])\[CH3:5])\[CH3:21])\[CH3:16]. Procedure details: In the last stage, V undergoes Wittig condensation with the phosphonium salt VI, which is obtainable from geranyllinalool, to give phytofluene. Reactants: N#CCc1ccc(OCc2ccccc2)cn1, CO, [Na+], [OH-]. Product: O=C(O)Cc1ccc(OCc2ccccc2)cn1. Reaction SMILES: [CH2:3]([c:4]1[cH:5][cH:6][cH:7][cH:8][cH:9]1)[O:10][c:11]1[cH:12][cH:13][c:14]([CH2:17][C:18]#[N:19])[n:15][cH:16]1.[CH3:20][OH:21].[Na+:2].[OH-:1]>>[O:1]=[C:18]([CH2:17][c:14]1[cH:13][cH:12][c:11]([O:10][CH2:3][c:4]2[cH:5][cH:6][cH:7][cH:8][cH:9]2)[cH:16][n:15]1)[OH:21]. The reactants are FC=1C=C(C=CC1OC)C=1C=C(C2=CC(=CC=C2C1)OC)C#N (3-(3-fluoro-4-methoxyphenyl)-7-methoxy-1-naphthonitrile), B(Br)(Br)Br (boron tribromide). Product: FC=1C=C(C=CC1O)C=1C=C(C2=CC(=CC=C2C1)O)C#N (3-(3-fluoro-4-hydroxyphenyl)-7-hydroxy-1-naphthonitrile). The yield is 73.0%. RXN SMILES: [F:1][C:2]1[CH:3]=[C:4]([C:10]2[CH:11]=[C:12]([C:22]#[N:23])[C:13]3[C:18]([CH:19]=2)=[CH:17][CH:16]=[C:15]([O:20]C)[CH:14]=3)[CH:5]=[CH:6][C:7]=1[O:8]C.B(Br)(Br)Br>>[F:1][C:2]1[CH:3]=[C:4]([C:10]2[CH:11]=[C:12]([C:22]#[N:23])[C:13]3[C:18]([CH:19]=2)=[CH:17][CH:16]=[C:15]([OH:20])[CH:14]=3)[CH:5]=[CH:6][C:7]=1[OH:8]. Reported procedure: In a highly preferred process of this invention, 3-Bromo-7-methoxy-1-naphthonitrile (6) is coupled with 3-fluoro-4-methoxyphenylboronic acid, which is commercially available, under the well-known Suzuki condition using sodium bicarbonate and catalytic amount of dichloro-bis(triphenylphosphine) palladium (II) in a mixture of water and 1,2-dimethoxyethane to give 3-(3-fluoro-4-methoxyphenyl)-7-meythoxy-1-naphthonitrile (8); typically the yield is approximately 98% with about 95%+HPLC purity. Final... Starting materials: CCCOc1ccccc1-c1nc2nc(SC)ncc2c(=O)[nH]1, CN, ClC(Cl)Cl. Yields the product CCCOc1ccccc1-c1nc2nc(NC)ncc2c(=O)[nH]1. Reaction SMILES: [CH3:1][S:2][c:3]1[n:4][cH:5][c:6]2[c:7]([n:8]1)[n:9][c:10](-[c:14]1[c:15]([O:20][CH2:21][CH2:22][CH3:23])[cH:16][cH:17][cH:18][cH:19]1)[nH:11][c:12]2=[O:13].[CH3:24][NH2:25].[CH:26]([Cl:27])([Cl:28])[Cl:29]>>[c:3]1([NH:25][CH3:24])[n:4][cH:5][c:6]2[c:7]([n:8]1)[n:9][c:10](-[c:14]1[c:15]([O:20][CH2:21][CH2:22][CH3:23])[cH:16][cH:17][cH:18][cH:19]1)[nH:11][c:12]2=[O:13].